The task is: describe an organic reaction: reactants, conditions, products, and yield. This data is from the Open Reaction Database (ORD), a public repository of structured organic reaction records. The product is FC1=CC=2C(=NC=3N(C=C(C(C3C2)=O)C(=O)O)NC)C=C1N1CC(NCC1)C (7-Fluoro-1-methylamino-8-(3-methyl-1-piperazinyl)-4-oxo-1,4-dihydro-benzo[b][1,8]naphthyridine-3-carboxylic acid). Procedure details: 7-Fluoro-1-methylamino-8-(3-methyl-1-piperazinyl)-4-oxo-1,4-dihydro-benzo[b][1,8]naphthyridine-3-carboxylic acid is prepared under the conditions of Reference Example 5 but starting from 3.2 g of 8-chloro-7-fluoro-1-methylamino-4-oxo-1,4-dihydro-benzo[b][1,8]naphthyridine-3-carboxylic acid and 4 g of 2-methylpiperazine in 40 cm3 of pyridine. The crude product obtained is taken up in 30 cm3 of water and 7 cm3 of 2N aqueous potassium hydroxide solution. A very small amount of insoluble matter is r... Reaction SMILES: Cl[C:2]1[C:3]([F:22])=[CH:4][C:5]2[C:6]([CH:21]=1)=[N:7][C:8]1[N:9]([NH:19][CH3:20])[CH:10]=[C:11]([C:16]([OH:18])=[O:17])[C:12](=[O:15])[C:13]=1[CH:14]=2.[CH3:23][CH:24]1[CH2:29][NH:28][CH2:27][CH2:26][NH:25]1>N1C=CC=CC=1>[F:22][C:3]1[C:2]([N:28]2[CH2:27][CH2:26][NH:25][CH:24]([CH3:23])[CH2:29]2)=[CH:21][C:6]2=[N:7][C:8]3[N:9]([NH:19][CH3:20])[CH:10]=[C:11]([C:16]([OH:18])=[O:17])[C:12](=[O:15])[C:13]=3[CH:14]=[C:5]2[CH:4]=1. Starting materials: ClC=1C(=CC=2C(=NC=3N(C=C(C(C3C2)=O)C(=O)O)NC)C1)F (8-chloro-7-fluoro-1-methylamino-4-oxo-1,4-dihydro-benzo[b][1,8]naphthyridine-3-carboxylic acid), CC1NCCNC1 (2-methylpiperazine). Solvent: N1=CC=CC=C1 (pyridine).